Dataset: the Open Reaction Database (ORD), a public repository of structured organic reaction records. Task: describe an organic reaction: reactants, conditions, products, and yield The reactants are C[C@@H]1[C@@H](C[C@@H](C=2N1C(=NN2)C2(CC2)C(F)(F)F)N)C2=CC=CC=C2 ((5R,6S,8S)-5-methyl-6-phenyl-3-[1-(trifluoromethyl)cyclopropyl]-5,6,7,8-tetrahydro[1,2,4]triazolo[4,3-a]pyridine-8-amine), O=C1[C@]2(C=3C(=NC=CC3)N1)CC1=CC=C(C=C1C2)C(=O)O ((2R)-2′-oxo-1,1′,2′,3-tetrahydrospiro[indene-2,3′-pyrrolo[2,3-b]pyridine]-5-carboxylic acid), ON1N=NC2=C1N=CC=C2 (1-hydroxy-7-azabenzotriazole), CN1CCOCC1 (N-methylmorpholine), Cl.CN(CCCN=C=NCC)C (1-(3-dimethylaminopropyl)-3-ethylcarbodiimide hydrochloride). Run in O (Water), CN(C=O)C (N,N-dimethylformamide). Conditions: time 30 minute. Yields the product C[C@@H]1[C@@H](C[C@@H](C=2N1C(=NN2)C2(CC2)C(F)(F)F)NC(=O)C=2C=C1C[C@]3(C(NC4=NC=CC=C43)=O)CC1=CC2)C2=CC=CC=C2 ((2R)—N-{(5R,6S,8S)-5-Methyl-6-phenyl-3-[1-(trifluoromethyl)cyclopropyl]-5,6,7,8-tetrahydro[1,2,4]triazolo[4,3-a]pyridin-8-yl}-2′-oxo-1,1′,2′,3-tetrahydrospiro[indene-2,3′-pyrrolo[2,3-b]pyridine]-5-carboxamide). Yield: 62.6%. RXN SMILES: [CH3:1][C@H:2]1[N:7]2[C:8]([C:11]3([C:14]([F:17])([F:16])[F:15])[CH2:13][CH2:12]3)=[N:9][N:10]=[C:6]2[C@@H:5]([NH2:18])[CH2:4][C@H:3]1[C:19]1[CH:24]=[CH:23][CH:22]=[CH:21][CH:20]=1.[O:25]=[C:26]1[NH:34][C:29]2=[N:30][CH:31]=[CH:32][CH:33]=[C:28]2[C@:27]21[CH2:42][C:41]1[C:36](=[CH:37][CH:38]=[C:39]([C:43](O)=[O:44])[CH:40]=1)[CH2:35]2.ON1C2N=CC=CC=2N=N1.CN1CCOCC1.Cl.CN(C)CCCN=C=NCC>CN(C)C=O.O>[CH3:1][C@H:2]1[N:7]2[C:8]([C:11]3([C:14]([F:15])([F:16])[F:17])[CH2:13][CH2:12]3)=[N:9][N:10]=[C:6]2[C@@H:5]([NH:18][C:43]([C:39]2[CH:40]=[C:41]3[C:36](=[CH:37][CH:38]=2)[CH2:35][C@:27]2([C:28]4[C:29](=[N:30][CH:31]=[CH:32][CH:33]=4)[NH:34][C:26]2=[O:25])[CH2:42]3)=[O:44])[CH2:4][C@H:3]1[C:19]1[CH:20]=[CH:21][CH:22]=[CH:23][CH:24]=1 |f:4.5|. Procedure details: To a solution of (5R,6S,8S)-5-methyl-6-phenyl-3-[1-(trifluoromethyl)cyclopropyl]-5,6,7,8-tetrahydro[1,2,4]triazolo[4,3-a]pyridine-8-amine (19.0 mg, 0.056 mmol) in N,N-dimethylformamide (565 μL) was added (2R)-2′-oxo-1,1′,2′,3-tetrahydrospiro[indene-2,3′-pyrrolo[2,3-b]pyridine]-5-carboxylic acid (19.0 mg, 0.68 mmol), 1-hydroxy-7-azabenzotriazole (0.77 mg, 5.7 μmol), N-methylmorpholine (14.9 μL, 0.136 mmol) and 1-(3-dimethylaminopropyl)-3-ethylcarbodiimide hydrochloride (13.0 mg, 0.068 mmol). The ... The reactants are C(C)N1N=CC=2C1=NC(=C(C2NC2CCOCC2)CN(C(=O)C=2C=C(C=CC2)C(=O)NCC=2C=CC(=C(C2)C2=CC(=CC=C2)CN2CCN(CC2)C(=O)OC(C)(C)C)F)C)CC (1,1-dimethylethyl 4-{[5′-({[(3-{[{[1,6-diethyl-4-(tetrahydro-2H-pyran-4-ylamino)-1H-pyrazolo[3,4-b]pyridin-5-yl]methyl}(methyl)amino]carbonyl}phenyl) carbonyl]amino}methyl)-2′-fluoro-3-biphenylyl]methyl}-1-piperazinecarboxylate), C(=O)(C(F)(F)F)O (TFA), C(=O)(O)[O-].[Na+] (NaHCO3). The solvent is C(Cl)Cl (DCM), C(Cl)Cl (DCM). Run at time 30 minute. Yields the product C(C)N1N=CC=2C1=NC(=C(C2NC2CCOCC2)CN(C(=O)C2=CC(=CC=C2)C(=O)NCC=2C=C(C(=CC2)F)C2=CC(=CC=C2)CN2CCNCC2)C)CC (N-{[1,6-Diethyl-4-(tetrahydro-2H-pyran-4-ylamino)-1H-pyrazolo[3,4-b]pyridin-5-yl]methyl}-N′-{[6-fluoro-3′-(1-piperazinylmethyl)-3-biphenylyl]methyl}-N-methyl-1,3-benzenedicarboxamide). Isolated yield 95.3%. Reaction SMILES: [CH2:1]([N:3]1[C:7]2=[N:8][C:9]([CH2:61][CH3:62])=[C:10]([CH2:19][N:20]([CH3:60])[C:21]([C:23]3[CH:24]=[C:25]([C:29]([NH:31][CH2:32][C:33]4[CH:34]=[CH:35][C:36]([F:59])=[C:37]([C:39]5[CH:44]=[CH:43][CH:42]=[C:41]([CH2:45][N:46]6[CH2:51][CH2:50][N:49](C(OC(C)(C)C)=O)[CH2:48][CH2:47]6)[CH:40]=5)[CH:38]=4)=[O:30])[CH:26]=[CH:27][CH:28]=3)=[O:22])[C:11]([NH:12][CH:13]3[CH2:18][CH2:17][O:16][CH2:15][CH2:14]3)=[C:6]2[CH:5]=[N:4]1)[CH3:2].C(O)(C(F)(F)F)=O.C([O-])(O)=O.[Na+]>C(Cl)Cl>[CH2:1]([N:3]1[C:7]2=[N:8][C:9]([CH2:61][CH3:62])=[C:10]([CH2:19][N:20]([CH3:60])[C:21]([C:23]3[CH:28]=[CH:27][CH:26]=[C:25]([C:29]([NH:31][CH2:32][C:33]4[CH:38]=[C:37]([C:39]5[CH:44]=[CH:43][CH:42]=[C:41]([CH2:45][N:46]6[CH2:47][CH2:48][NH:49][CH2:50][CH2:51]6)[CH:40]=5)[C:36]([F:59])=[CH:35][CH:34]=4)=[O:30])[CH:24]=3)=[O:22])[C:11]([NH:12][CH:13]3[CH2:18][CH2:17][O:16][CH2:15][CH2:14]3)=[C:6]2[CH:5]=[N:4]1)[CH3:2] |f:2.3|. Reported procedure: To a solution of 1,1-dimethylethyl 4-{[5′-({[(3-{[{[1,6-diethyl-4-(tetrahydro-2H-pyran-4-ylamino)-1H-pyrazolo[3,4-b]pyridin-5-yl]methyl}(methyl)amino]carbonyl}phenyl) carbonyl]amino}methyl)-2′-fluoro-3-biphenylyl]methyl}-1-piperazinecarboxylate (0.056 g, 0.066 mmol) in DCM (0.25 mL) was added TFA (0.25 mL) which was then stirred at room temperature for 30 min before being diluted with DCM and basified with NaHCO3 (sat. aq.). The organic layer was separated, dried over Na2SO4, filtered, concentra... The reactants are C(#N)C=1N=COC1N=COCC (4-cyano-5-ethoxymethyleneaminooxazole), NC1CC2=CC=CC=C2C1 (2-aminoindan). The solvent is C(C)O (ethanol). Yields the product C1C(CC2=CC=CC=C12)NC=1C2=C(N=CN1)OC=N2 (7-(2-Indanylamino)oxazolo[5,4-d]pyrimidine). Isolated yield 14.7%. RXN SMILES: [C:1]([C:3]1[N:4]=[CH:5][O:6][C:7]=1[N:8]=[CH:9]OCC)#[N:2].[NH2:13][CH:14]1[CH2:22][C:21]2[C:16](=[CH:17][CH:18]=[CH:19][CH:20]=2)[CH2:15]1>C(O)C>[CH2:15]1[C:16]2[C:21](=[CH:20][CH:19]=[CH:18][CH:17]=2)[CH2:22][CH:14]1[NH:13][C:1]1[C:3]2[N:4]=[CH:5][O:6][C:7]=2[N:8]=[CH:9][N:2]=1. Procedure: 4-cyano-5-ethoxymethyleneaminooxazole (240 mg, 1.5 mmol) (see, J. Am. Chem. Soc., 88, 3829 (1966), Bull. Chem. Soc. JAPAN, 43, 187 (1970), Bull. Chem. Soc. JAPAN, 43, 3909 (1970)) and 2-aminoindan (580 mg, 4.4 mmol) in dry ethanol (2 ml) were heated to reflux for 6.5 hours. The residue obtained by distilling off the solvent under reduced pressure was purified by silica gel chromatography (methylene chloride:ethyl acetate=1:4) to obtain the title compound (56 mg, 0.22 mmol) having the following p...